Dataset: the Open Reaction Database (ORD), a public repository of structured organic reaction records. Task: describe an organic reaction: reactants, conditions, products, and yield Starting materials: Cl(=O)[O-].[Na+] (sodium chlorite), NC1=C(C(=NC(=C1F)C(C)(C)C)C=O)Cl (4-amino-6-(tert-butyl)-3-chloro-5-fluoropicolinaldehyde), CC(C)=CC (2-methylbut-2-ene), P(=O)(O)([O-])[O-].[Na+].[Na+] (sodium hydrogenphosphate). The solvent is C(C)(C)(C)O (t-butanol), O (H2O). Run at temperature 70 celsius. Product: NC1=C(C(=NC(=C1F)C(C)(C)C)C(=O)O)Cl (4-Amino-6-(tert-butyl)-3-chloro-5-fluoropicolinic acid). RXN SMILES: [NH2:1][C:2]1[C:7]([F:8])=[C:6]([C:9]([CH3:12])([CH3:11])[CH3:10])[N:5]=[C:4]([CH:13]=[O:14])[C:3]=1[Cl:15].CC(=CC)C.P([O-])([O-])(O)=[O:22].[Na+].[Na+].Cl([O-])=O.[Na+]>O.C(O)(C)(C)C>[NH2:1][C:2]1[C:7]([F:8])=[C:6]([C:9]([CH3:12])([CH3:10])[CH3:11])[N:5]=[C:4]([C:13]([OH:22])=[O:14])[C:3]=1[Cl:15] |f:2.3.4,5.6|. Procedure details: A microwave vial equipped with a magnetic stir bar was charged with 4-amino-6-(tert-butyl)-3-chloro-5-fluoropicolinaldehyde (316 mg, 1.370 mmol) and t-butanol (6.85 mL). The mixture was treated with H2O (2.283 mL), 2-methylbut-2-ene (1.1 mL, 1.370 mmol), sodium hydrogenphosphate (389 mg, 2.74 mmol). Finally, sodium chlorite (372 mg, 4.11 mmol) was added in one portion. The mixture was heated to 70° C. in the microwave for 2 h. An aliquot of the reaction mixture was analyzed by LC-MS. LC-MS analy... Starting materials: BrCC1=C(C=CC(=C1)C(F)(F)F)C=1C=C(C=CC1OC)C1=C(C=C(C=C1)C(=O)OC)C (methyl 2″-(bromomethyl)-4′-methoxy-2-methyl-4″-(trifluoromethyl)-1,1′:3′,1″-terphenyl-4-carboxylate), O[C@@H]([C@H](C)NC(OCC1=CC=CC=C1)=O)C1=CC(=CC=C1)OC (benzyl [(1S,2R)-2-hydroxy-2-(3-methoxyphenyl)-1-methylethyl]carbamate), C[Si](C)(C)[N-][Si](C)(C)C.[Na+] (NaHMDS), solution. Run at time 5 minute. As a reaction SMILES: O[C@H:2]([C:16]1[CH:21]=[CH:20][CH:19]=[C:18]([O:22][CH3:23])[CH:17]=1)[C@@H:3]([NH:5][C:6](=[O:15])[O:7]CC1C=CC=CC=1)[CH3:4].C[Si]([N-][Si](C)(C)C)(C)C.[Na+].Br[CH2:35][C:36]1[CH:41]=[C:40]([C:42]([F:45])([F:44])[F:43])[CH:39]=[CH:38][C:37]=1[C:46]1[CH:47]=[C:48]([C:54]2[CH:59]=[CH:58][C:57]([C:60]([O:62][CH3:63])=[O:61])=[CH:56][C:55]=2[CH3:64])[CH:49]=[CH:50][C:51]=1[O:52][CH3:53]>CC(N(C)C)=O.C1COCC1>[CH3:53][O:52][C:51]1[CH:50]=[CH:49][C:48]([C:54]2[CH:59]=[CH:58][C:57]([C:60]([O:62][CH3:63])=[O:61])=[CH:56][C:55]=2[CH3:64])=[CH:47][C:46]=1[C:37]1[CH:38]=[CH:39][C:40]([C:42]([F:45])([F:43])[F:44])=[CH:41][C:36]=1[CH2:35][N:5]1[C@@H:3]([CH3:4])[C@@H:2]([C:16]2[CH:21]=[CH:20][CH:19]=[C:18]([O:22][CH3:23])[CH:17]=2)[O:7][C:6]1=[O:15] |f:1.2|. Procedure details: To a 0° C. solution of benzyl [(1S,2R)-2-hydroxy-2-(3-methoxyphenyl)-1-methylethyl]carbamate (40 mg, 0.126 mmol) in DMA (1.5 mL) was added NaHMDS (0.246 mL of a 1M solution in THF, 0.246 mmol). After 5 minutes, a solution of methyl 2″-(bromomethyl)-4′-methoxy-2-methyl-4″-(trifluoromethyl)-1,1′:3′,1″-terphenyl-4-carboxylate (68 mg, 0.138 mmol) in DMA (2.5 mL) was added via cannula. After 5 minutes, the reaction was quenched with saturated NH4Cl solution (10 mL), diluted with EtOAc (20 mL), washed... Product: COC1=C(C=C(C=C1)C1=C(C=C(C=C1)C(=O)OC)C)C1=C(C=C(C=C1)C(F)(F)F)CN1C(O[C@@H]([C@@H]1C)C1=CC(=CC=C1)OC)=O (methyl 4′-methoxy-2″-{[(4S,5R)-5-(3-methoxyphenyl)-4-methyl-2-oxo-1,3-oxazolidin-3-yl]methyl}-2-methyl-4″-(trifluoromethyl)-1,1′:3′,1″-terphenyl-4-carboxylate). The solvent is CC(=O)N(C)C (DMA), CC(=O)N(C)C (DMA), C1CCOC1 (THF). Starting materials: [H-].[Al+3].[Li+].[H-].[H-].[H-] (lithium aluminum hydride), C1(=CC=C(C=C1)S(=O)(=O)N1C=C2C3=C([C@@H]4[C@H](NC(CO4)=O)C2)C=CC=C13)C (trans-4-(p-tolylsulphonyl)-4,6,6a,8,9,10a hexahydro-7H-indolo-[3,4-gh]-[1,4]-benzoxazin-8-one), O (water). The solvent is O1CCCC1 (tetrahydrofuran). The product is C1=CC=C2NC=C3C2=C1[C@@H]1[C@H](NCCO1)C3 (trans 4,6,6a,8,9,10a-Hexahydro-7H-indolo-[3,4 gh]-[1,4]-benzoxazine). The yield is 41.6%. RXN SMILES: [H-].[Al+3].[Li+].[H-].[H-].[H-].C1(C)C=CC(S([N:16]2[C:32]3[C:19]4=[C:20]([CH:29]=[CH:30][CH:31]=3)[C@H:21]3[O:26][CH2:25][C:24](=O)[NH:23][C@@H:22]3[CH2:28][C:18]4=[CH:17]2)(=O)=O)=CC=1.O>O1CCCC1>[CH:29]1[C:20]2[C@H:21]3[O:26][CH2:25][CH2:24][NH:23][C@@H:22]3[CH2:28][C:18]3[C:19]=2[C:32]([NH:16][CH:17]=3)=[CH:31][CH:30]=1 |f:0.1.2.3.4.5|. Procedure: To a stirred slurry of lithium aluminum hydride (3.0 gms) in tetrahydrofuran (200 ml) is added trans-4-(p-tolylsulphonyl)-4,6,6a,8,9,10a hexahydro-7H-indolo-[3,4-gh]-[1,4]-benzoxazin-8-one (3.0 gms) in portions over 5 minutes. The resulting mixture is refluxed for 17 hours. The cooled slurry is hydrolyzed with water (6 ml), and the organic phase is separated from the solid inorganics by filtration. The solid is rinsed with ether (3×100 ml). The organic solvents are dried over anhydrous sodium su... Starting materials: [Cl-].[Na+] (sodium chloride), BrC1=C(C=CC(=C1)[N+](=O)[O-])F (2-bromo-1-fluoro-4-nitrobenzene), FC1=C(C=CC(=C1)F)O (2,4-difluorophenol), C([O-])([O-])=O.[Cs+].[Cs+] (cesium carbonate). Run in O (water), CS(=O)C (dimethylsulfoxide). Conditions: temperature 110 celsius. Yields the product BrC1=C(C=CC(=C1)[N+](=O)[O-])OC1=C(C=C(C=C1)F)F (2-bromo-1-(2,4-difluorophenoxy)-4-nitrobenzene). The yield is 100.2%. As a reaction SMILES: [Br:1][C:2]1[CH:7]=[C:6]([N+:8]([O-:10])=[O:9])[CH:5]=[CH:4][C:3]=1F.[F:12][C:13]1[CH:18]=[C:17]([F:19])[CH:16]=[CH:15][C:14]=1[OH:20].C(=O)([O-])[O-].[Cs+].[Cs+].[Cl-].[Na+]>CS(C)=O.O>[Br:1][C:2]1[CH:7]=[C:6]([N+:8]([O-:10])=[O:9])[CH:5]=[CH:4][C:3]=1[O:20][C:14]1[CH:15]=[CH:16][C:17]([F:19])=[CH:18][C:13]=1[F:12] |f:2.3.4,5.6|. Reported procedure: A mixture of 2-bromo-1-fluoro-4-nitrobenzene (15 g, 68 mmol), 2,4-difluorophenol (7.82 mL, 82 mmol), and cesium carbonate (26.7 g, 82 mmol) in dimethylsulfoxide (75 mL) was heated at 110° C. for 1 hour. The reaction mixture was cooled to ambient temperature and water (1000 mL) and saturated aqueous sodium chloride (1000 mL) were added. The mixture was extracted with ethyl acetate (3×200 mL). The combined organics were washed with saturated aqueous sodium chloride, dried (anhydrous magnesium sulf... The reactants are solution, B.CSC (borane methyl sulfide), CO (methanol), OC=1C=C2CCC(CC2=CC1)CNC(C(O)C1=CC=C(C=C1)Cl)=O (N-[(6-hydroxy-1,2,3,4-tetrahydronaphth-2-yl)methyl]-4-chloromandelamide), Cl (HCl). The solvent is O1CCCC1 (tetrahydrofuran), O1CCCC1 (tetrahydrofuran). Product: OC=1C=C2CCC(CC2=CC1)CNCC(C1=CC=C(C=C1)Cl)O (N-[(6-hydroxy-1,2,3,4-tetrahydronaphth-2-yl)methyl]-2-hydroxy-2-(4-chlorophenyl)ethanamine). As a reaction SMILES: [OH:1][C:2]1[CH:3]=[C:4]2[C:9](=[CH:10][CH:11]=1)[CH2:8][CH:7]([CH2:12][NH:13][C:14](=O)[CH:15]([C:17]1[CH:22]=[CH:21][C:20]([Cl:23])=[CH:19][CH:18]=1)[OH:16])[CH2:6][CH2:5]2.B.CSC.CO.Cl>O1CCCC1>[OH:1][C:2]1[CH:3]=[C:4]2[C:9](=[CH:10][CH:11]=1)[CH2:8][CH:7]([CH2:12][NH:13][CH2:14][CH:15]([OH:16])[C:17]1[CH:18]=[CH:19][C:20]([Cl:23])=[CH:21][CH:22]=1)[CH2:6][CH2:5]2 |f:1.2|. Reported procedure: A solution of the compound obtained in step (i) above (3.2 g, 0.0092 mol) in anhydrous tetrahydrofuran (65 ml) is heated to the reflux temperature under nitrogen atmosphere and a 10M solution of borane-methyl sulfide (2.8 ml, 0.028 mol) and anhydrous tetrahydrofuran (10 ml) are then added thereto. The mixture is refluxed for 4 hours, methanol (30 ml) is slowly added thereto and refluxing is prolonged for an additional hour. lN HCl (60 ml) is then added thereto and the mixture is refluxed for 1 h... Reactants: ice water, CC(C)([O-])C.[K+] (Potassium tert-butoxide), solution, C(C)(=O)NC(C)(C)C1CCC(CC1)C(=O)OC (methyl 4-(1-acetamido-1-methylethyl)cyclohexanecarboxylate), Cl (hydrochloric acid). The solvent is CO (methanol). The product is C(C)(=O)NC(C)(C)[C@@H]1CC[C@H](CC1)C(=O)OC (methyl trans-4-(1-acetamido-1-methylethyl)cyclohexanecarboxylate). Isolated yield 79.5%. RXN SMILES: CC(C)([O-])C.[K+].[C:7]([NH:10][C:11]([CH:14]1[CH2:19][CH2:18][CH:17]([C:20]([O:22][CH3:23])=[O:21])[CH2:16][CH2:15]1)([CH3:13])[CH3:12])(=[O:9])[CH3:8].Cl>CO>[C:7]([NH:10][C:11]([C@H:14]1[CH2:15][CH2:16][C@H:17]([C:20]([O:22][CH3:23])=[O:21])[CH2:18][CH2:19]1)([CH3:13])[CH3:12])(=[O:9])[CH3:8] |f:0.1|. Procedure details: Potassium tert-butoxide (30.0 g) was added to a solution (150 ml) of a cis- and trans- mixture of methyl 4-(1-acetamido-1-methylethyl)cyclohexanecarboxylate (30.8 g) in methanol and the mixture was refluxed under heating for 40 hours. After completion of the reaction, the residue obtained by concentration under reduced pressure was poured into ice water, neutralized with conc. hydrochloric acid and extracted with chloroform. The extract was washed with water, dried and concentrated under reduced... Procedure details: A solution of NaOH (1.17 g, 29.3 mmol) in water/methanol (1:1) (18 ml), cooled to 0° C. in an ice bath, is treated with hydroxylamine hydrochloride (1.58 g, 22.78 mmol), with stirring for 5 minutes. (2-Ethyl-[1,3]dioxolan-2-yl)-acetonitrile (1.42 g, 10.125 mmol) is added and the reaction mixture stirred at room temperature for 18 hours, then refluxed for a further 2 hours. The reaction mixture is cooled and partitioned between ethyl acetate and water. The organic phase is dried over MgSO4, filte... Reaction SMILES: [OH-:1].[Na+].Cl.[NH2:4]O.[CH2:6]([C:8]1([CH2:13][C:14]#[N:15])[O:12][CH2:11][CH2:10][O:9]1)[CH3:7]>O.CO>[CH2:6]([C:8]1([CH2:13][C:14]([NH:4][OH:1])=[NH:15])[O:12][CH2:11][CH2:10][O:9]1)[CH3:7] |f:0.1,2.3,5.6|. Run at time 5 minute. Product: C(C)C1(OCCO1)CC(=N)NO (2-(2-Ethyl [1,3]dioxolan-2-yl)-N-hydroxy-acetamidine). The reactants are Cl.NO (hydroxylamine hydrochloride), [OH-].[Na+] (NaOH), C(C)C1(OCCO1)CC#N ((2-Ethyl-[1,3]dioxolan-2-yl)-acetonitrile). The solvent is O.CO (water methanol). The reactants are COC=1C=CC2=C(N(C(C=N2)=O)CC=O)N1 ([6-(Methyloxy)-3-oxopyrido[2,3-b]pyrazin-4(3H)-yl]acetaldehyde), [BH-](OC(=O)C)(OC(=O)C)OC(=O)C.[Na+] (NaBH(OAc)3), N1CCC(CC1)NC(OC(C)(C)C)=O (1,1-dimethylethyl 4-piperidinylcarbamate), [O-]S(=O)(=O)[O-].[Na+].[Na+] (Na2SO4). Run in CO.C(Cl)Cl (MeOH DCM). Conditions: time 8 hour. The product is COC=1C=CC2=C(N(C(C=N2)=O)CCN2CCC(CC2)NC(OC(C)(C)C)=O)N1 (1,1-Dimethylethyl (1-{2-[6-(methyloxy)-3-oxopyrido[2,3-b]pyrazin-4(3H)-yl]ethyl}-4-piperidinyl)carbamate). The yield is 58.9%. RXN SMILES: [CH3:1][O:2][C:3]1[CH:4]=[CH:5][C:6]2[N:11]=[CH:10][C:9](=[O:12])[N:8]([CH2:13][CH:14]=O)[C:7]=2[N:16]=1.[NH:17]1[CH2:22][CH2:21][CH:20]([NH:23][C:24](=[O:30])[O:25][C:26]([CH3:29])([CH3:28])[CH3:27])[CH2:19][CH2:18]1.[O-]S([O-])(=O)=O.[Na+].[Na+].[BH-](OC(C)=O)(OC(C)=O)OC(C)=O.[Na+]>CO.C(Cl)Cl>[CH3:1][O:2][C:3]1[CH:4]=[CH:5][C:6]2[N:11]=[CH:10][C:9](=[O:12])[N:8]([CH2:13][CH2:14][N:17]3[CH2:18][CH2:19][CH:20]([NH:23][C:24](=[O:30])[O:25][C:26]([CH3:28])([CH3:27])[CH3:29])[CH2:21][CH2:22]3)[C:7]=2[N:16]=1 |f:2.3.4,5.6,7.8|. Procedure details: [6-(Methyloxy)-3-oxopyrido[2,3-b]pyrazin-4(3H)-yl]acetaldehyde (0.250 g, 1.14 mmol) was combined with 1,1-dimethylethyl 4-piperidinylcarbamate (0.229 g, 1.14 mmol) in a 1:1 MeOH/DCM solution. Excess Na2SO4 was added as a drying agent and the solution was stirred at ambient temperature overnight. NaBH(OAc)3 (0.724 g, 3.42 mmol) was added and the reaction was stirred an additional 2 h. The solution was concentrated onto silica gel under vacuum and the crude residue purified by column chromatograph...